From a dataset of the Open Reaction Database (ORD), a public repository of structured organic reaction records. describe an organic reaction: reactants, conditions, products, and yield Starting materials: O (water), mixture, C/C(/CC#N)=C/CC1=C(C(=C(C(=C1OC(C)=O)C)C)OC(C)=O)C (Z-3-methyl-5-(2,4,5-trimethyl-3,6-diacetyloxyphenyl)-3-pentenenitrile), C=C(CC#N)CCC1=C(C(=C(C(=C1OC(C)=O)C)C)OC(C)=O)C (3-methylene-5-(2,4,5-trimethyl-3,6-diacetyloxy-phenyl)pentanenitrile), C[O-].[Na+] (sodium methoxide). Solvent: CO (methanol), CCOCC (ether). Reaction conditions: time 4.5 hour. Yields the product OC=1C(=C(C2=C(CCC(O2)(CC#N)C)C1C)C)C (rac. 3,4-dihydro-6-hydroxy-2,5,7,8-tetramethyl-2H-1-benzopyran-2-acetonitrile). The yield is 93.0%. Reaction SMILES: [CH3:1]/[C:2](=[CH:6]/[CH2:7][C:8]1[C:13]([O:14]C(=O)C)=[C:12]([CH3:18])[C:11]([CH3:19])=[C:10]([O:20]C(=O)C)[C:9]=1[CH3:24])/[CH2:3][C:4]#[N:5].C=C(CCC1C(OC(=O)C)=C(C)C(C)=C(OC(=O)C)C=1C)CC#N.C[O-].[Na+].O>CO.CCOCC>[OH:20][C:10]1[C:11]([CH3:19])=[C:12]([CH3:18])[C:13]2[O:14][C:2]([CH3:1])([CH2:3][C:4]#[N:5])[CH2:6][CH2:7][C:8]=2[C:9]=1[CH3:24] |f:2.3|. Reported procedure: A slurry of 500 mg (1.52 mmoles) of the mixture of E-and Z-3-methyl-5-(2,4,5-trimethyl-3,6-diacetyloxyphenyl)-3-pentenenitrile and 3-methylene-5-(2,4,5-trimethyl-3,6-diacetyloxy-phenyl)pentanenitrile in 5 ml of methanol was treated with 0.71 ml (3.34 mmoles) of a 4.7 M methanolic sodium methoxide solution. The resulting mixture was stirred at room temperature for 4.5 hr, then poured into 20 ml of water and worked-up with ether in the usual manner affording 345 mg (93%) of rac. 3,4-dihydro-6-hydr...